This data is from the Open Reaction Database (ORD), a public repository of structured organic reaction records. The task is: describe an organic reaction: reactants, conditions, products, and yield The reactants are CCC(CC)CBr, CCC=C(C)C=O, [Mg]. Yields the product CCC=C(C)C(O)CC(CC)CC. RXN SMILES: [Br:2][CH2:3][CH:4]([CH2:5][CH3:6])[CH2:7][CH3:8].[CH3:9][C:10]([CH:11]=[O:12])=[CH:13][CH2:14][CH3:15].[Mg:1]>>[CH2:3]([CH:4]([CH2:5][CH3:6])[CH2:7][CH3:8])[CH:11]([C:10]([CH3:9])=[CH:13][CH2:14][CH3:15])[OH:12]. Starting materials: CCOC(=O)Cc1ccc(S(=O)(=O)N2CCN(C)CC2)cc1, C1CCOC1, C1CCOC1, [Li]CCCC, CN1CCCN(C)C1=O, CCN(C(C)C)C(C)C, ICC1CCCC1, [Cl-], N#N, [NH4+]. Yields the product CCOC(=O)C(CC1CCCC1)c1ccc(S(=O)(=O)N2CCN(C)CC2)cc1. Reaction SMILES: [CH2:17]([CH3:18])[O:19][C:20]([CH2:21][c:22]1[cH:23][cH:24][c:25]([S:28](=[O:29])(=[O:30])[N:31]2[CH2:32][CH2:33][N:34]([CH3:37])[CH2:35][CH2:36]2)[cH:26][cH:27]1)=[O:38].[CH2:48]1[O:49][CH2:50][CH2:51][CH2:52]1.[CH2:53]1[O:54][CH2:55][CH2:56][CH2:57]1.[CH3:12][CH2:13][CH2:14][CH2:15][Li:16].[CH3:58][N:59]1[CH2:60][CH2:61][CH2:62][N:63]([CH3:64])[C:65]1=[O:66].[CH:1]([N:2]([CH2:3][CH3:4])[CH:5]([CH3:6])[CH3:7])([CH3:8])[CH3:9].[CH:39]1([CH2:44][I:45])[CH2:40][CH2:41][CH2:42][CH2:43]1.[Cl-:46].[N:10]#[N:11].[NH4+:47]>>[CH2:17]([CH3:18])[O:19][C:20]([CH:21]([c:22]1[cH:23][cH:24][c:25]([S:28](=[O:29])(=[O:30])[N:31]2[CH2:32][CH2:33][N:34]([CH3:37])[CH2:35][CH2:36]2)[cH:26][cH:27]1)[CH2:44][CH:39]1[CH2:40][CH2:41][CH2:42][CH2:43]1)=[O:38].